Dataset: the Open Reaction Database (ORD), a public repository of structured organic reaction records. Task: describe an organic reaction: reactants, conditions, products, and yield Reactants: O=Cc1cccc(Oc2ccc(Cl)cc2)c1, FC(F)(F)c1nnc2ccc(N3CCNCC3)nn12. Yields the product FC(F)(F)c1nnc2ccc(N3CCN(Cc4cccc(Oc5ccc(Cl)cc5)c4)CC3)nn12. Reaction SMILES: [Cl:20][c:21]1[cH:22][cH:23][c:24]([O:25][c:26]2[cH:27][c:28]([CH:29]=[O:30])[cH:31][cH:32][cH:33]2)[cH:34][cH:35]1.[N:1]1([c:7]2[cH:8][cH:9][c:10]3[n:11]([n:12]2)[c:13]([C:16]([F:17])([F:18])[F:19])[n:14][n:15]3)[CH2:2][CH2:3][NH:4][CH2:5][CH2:6]1>>[N:1]1([c:7]2[cH:8][cH:9][c:10]3[n:11]([n:12]2)[c:13]([C:16]([F:17])([F:18])[F:19])[n:14][n:15]3)[CH2:2][CH2:3][N:4]([CH2:29][c:28]2[cH:27][c:26]([O:25][c:24]3[cH:23][cH:22][c:21]([Cl:20])[cH:35][cH:34]3)[cH:33][cH:32][cH:31]2)[CH2:5][CH2:6]1.